This data is from the Open Reaction Database (ORD), a public repository of structured organic reaction records. The task is: describe an organic reaction: reactants, conditions, products, and yield The reactants are FC1=CC=C(C(=O)N2C(C(CC2)(C#N)C(C)C)=O)C=C1 (1-(4-fluorobenzoyl)-3-isopropyl-2-oxopyrrolidine-3-carbonitrile), C(CCCCCCC)N (n-octylamine), C(CCCCCCC)N (n-octylamine). Run in O1CCCC1 (tetrahydrofuran). Reaction conditions: time 8 hour. The product is C(C)(C)C1(C(NCC1)=O)C#N (3-isopropyl-2-oxopyrrolidine-3-carbonitrile). The yield is 77.2%. As a reaction SMILES: FC1C=CC(C([N:8]2[CH2:12][CH2:11][C:10]([CH:15]([CH3:17])[CH3:16])([C:13]#[N:14])[C:9]2=[O:18])=O)=CC=1.C(N)CCCCCCC>O1CCCC1>[CH:15]([C:10]1([C:13]#[N:14])[CH2:11][CH2:12][NH:8][C:9]1=[O:18])([CH3:17])[CH3:16]. Reported procedure: To a solution of 1-(4-fluorobenzoyl)-3-isopropyl-2-oxopyrrolidine-3-carbonitrile (280 mg) obtained in Step A in tetrahydrofuran (3 mL) was added n-octylamine (180 μL), and the mixture was stirred overnight at room temperature. To the reaction mixture was added n-octylamine (168 μL) at room temperature, and the mixture was stirred at 50° C. for 5 hr. The reaction mixture was concentrated under reduced pressure, and the residue was purified by silica gel column chromatography (hexane/ethyl acetate... Reactants: mercaptide, BrC1=CSC=C1Br (3,4-dibromothiophene), potassium propyl mercaptide, Carbowax. Solvent: C=1(C(=CC=CC1)C)C (xylene). Reaction conditions: time 31 hour. The product is BrC1=CSC=C1SCCC (3-bromo-4-(propylthio)thiophene). The yield is 43.2%. RXN SMILES: [Br:1][C:2]1[C:6](Br)=[CH:5][S:4][CH:3]=1>C1(C)C(C)=CC=CC=1>[Br:1][C:2]1[C:6]([S:4][CH2:3][CH2:2][CH3:6])=[CH:5][S:4][CH:3]=1. Procedure details: A mixture of 50 g of 3,4-dibromothiophene, 30 g of 85% potassium propyl mercaptide and 4.5 g of Carbowax® 2000 in 50 ml of xylene was heated at reflux for 18 hours. The reaction was cooled, an additional 9 g of the mercaptide was added, and refluxing was continued for an additional 31 hours. After cooling, the mixture was filtered and the filtrate distilled to provide 10.6 g (21.3%) of 3-bromo-4-(propylthio)thiophene, bp 91°-102° C. (1.4 mm). RXN SMILES: [BrH:30].[CH3:34][C:35](=[O:36])[OH:37].[F:1][c:2]1[cH:3][cH:4][c:5](-[c:8]2[n:9][n:10]([CH2:27][CH2:28][OH:29])[c:11](-[c:19]3[cH:20][c:21]([O:25][CH3:26])[n:22][cH:23][cH:24]3)[c:12]2-[c:13]2[cH:14][cH:15][n:16][cH:17][cH:18]2)[cH:6][cH:7]1.[NH4+:32].[OH-:33].[OH2:31]>>[F:1][c:2]1[cH:3][cH:4][c:5](-[c:8]2[n:9][n:10]([CH2:27][CH2:28][OH:29])[c:11](-[c:19]3[cH:20][c:21](=[O:25])[nH:22][cH:23][cH:24]3)[c:12]2-[c:13]2[cH:14][cH:15][n:16][cH:17][cH:18]2)[cH:6][cH:7]1. Starting materials: Br, CC(=O)O, COc1cc(-c2c(-c3ccncc3)c(-c3ccc(F)cc3)nn2CCO)ccn1, [NH4+], [OH-], O. The product is O=c1cc(-c2c(-c3ccncc3)c(-c3ccc(F)cc3)nn2CCO)cc[nH]1. The reactants are [OH-].[Na+] (sodium hydroxide), O1CCCC1 (tetrahydrofuran), O1C(=CC=C1)CSCCNC(=NS(=O)(=O)C)NCC(C1=CC=C(C=C1)O)O (N-[2-[(2-furyl)methylthio]ethyl]-N'-[2-hydroxy-2(4-hydroxyphenyl)ethyl]-N"-methanesulfonylguanidine), Cl.CN (methylamine hydrochloride), C=O (formalin). Solvent: O (water). Conditions: time 5 hour. Yields the product OC(CNC(=NCCSCC=1OC(=CC1)CNC)NS(=O)(=O)C)C1=CC=C(C=C1)O (N-[2-hydroxy-2-(4-hydroxyphenyl)ethyl]-N'-methanesulfonyl-N"-[2-[[5-(methylamino)methyl-2-furyl]methylthio]ethyl]guanidine). The yield is 40.0%. Reaction SMILES: Cl.[CH3:2][NH2:3].O1CCCC1.[O:9]1[CH:13]=[CH:12][CH:11]=[C:10]1[CH2:14][S:15][CH2:16][CH2:17][NH:18][C:19]([NH:25][CH2:26][CH:27]([OH:35])[C:28]1[CH:33]=[CH:32][C:31]([OH:34])=[CH:30][CH:29]=1)=[N:20][S:21]([CH3:24])(=[O:23])=[O:22].[OH-].[Na+].[CH2:38]=O>O>[OH:35][CH:27]([C:28]1[CH:29]=[CH:30][C:31]([OH:34])=[CH:32][CH:33]=1)[CH2:26][NH:25][C:19]([NH:20][S:21]([CH3:24])(=[O:22])=[O:23])=[N:18][CH2:17][CH2:16][S:15][CH2:14][C:10]1[O:9][C:13]([CH2:2][NH:3][CH3:38])=[CH:12][CH:11]=1 |f:0.1,4.5|. Procedure details: 240 mg of methylamine hydrochloride was dissolved in a 0.27 ml of 37% (w/w) aqueous formalin solution. Thereto was added, at room temperature, 2.5 ml of a tetrahydrofuran solution containing 500 mg of N-[2-[(2-furyl)methylthio]ethyl]-N'-[2-hydroxy-2(4-hydroxyphenyl)ethyl]-N"-methanesulfonylguanidine. The mixture was stirred at the same temperature for 5 hours. The reaction mixture was introduced into 30 ml of water. The resulting mixture was adjusted to pH 9.5 with a 1N aqueous sodium hydroxide ... The reactants are C(CCCCCCCCCCC)N1N=C(N=N1)NC1=CC=CC=C1 (2-dodecyl-N-phenyl-2H-tetrazol-5-amine), ClC(Cl)(OC(OC(Cl)(Cl)Cl)=O)Cl (triphosgene), FC1=C(N)C=CC(=C1)F (2,4-difluoroaniline). Product: FC1=C(C=CC(=C1)F)NC(N(C1=CC=CC=C1)C=1N=NN(N1)CCCCCCCCCCCC)=O (N'-(2,4-Difluorophenyl)-N-(2-dodecyl-2H-tetrazol-5-yl)-N-phenyl-urea). Reaction SMILES: [CH2:1]([N:13]1[N:17]=[N:16][C:15]([NH:18][C:19]2[CH:24]=[CH:23][CH:22]=[CH:21][CH:20]=2)=[N:14]1)[CH2:2][CH2:3][CH2:4][CH2:5][CH2:6][CH2:7][CH2:8][CH2:9][CH2:10][CH2:11][CH3:12].ClC(Cl)(O[C:29](=[O:35])OC(Cl)(Cl)Cl)Cl.[F:37][C:38]1[CH:44]=[C:43]([F:45])[CH:42]=[CH:41][C:39]=1[NH2:40]>>[F:37][C:38]1[CH:44]=[C:43]([F:45])[CH:42]=[CH:41][C:39]=1[NH:40][C:29](=[O:35])[N:18]([C:15]1[N:16]=[N:17][N:13]([CH2:1][CH2:2][CH2:3][CH2:4][CH2:5][CH2:6][CH2:7][CH2:8][CH2:9][CH2:10][CH2:11][CH3:12])[N:14]=1)[C:19]1[CH:24]=[CH:23][CH:22]=[CH:21][CH:20]=1. Reported procedure: In a manner similar to Example 1, 2-dodecyl-N-phenyl-2H-tetrazol-5-amine was reacted with triphosgene and 2,4-difluoroaniline to give the title compound, mp=55°-57° C. Reactants: C(CC(O)(C(=O)O)CC(=O)O)(=O)O (citric acid), O.[OH-].[Li+] (Lithium hydroxide monohydrate), COC([C@H]1N(C[C@@H](C1)CNC(=O)OC(C)(C)C)C(=O)OC(C)(C)C)=O (trans-4-(N-tert-butoxycarbonylaminomethyl)-N-tert-butoxycarbonyl-L-proline methyl ester), CO (methanol). Run in O1CCCC1 (tetrahydrofuran), O (water). Conditions: time 4 hour. Product: C(C)(C)(C)OC(=O)N1[C@H](C(=O)O)C[C@H](C1)CNC(=O)OC(C)(C)C (N-tert-Butoxycarbonyl-trans-4-(N-tert-Butoxycarbonylaminomethyl)-L-Proline). The yield is 85.2%. Reaction SMILES: O.[OH-].[Li+].C[O:5][C:6](=[O:28])[C@@H:7]1[CH2:11][C@@H:10]([CH2:12][NH:13][C:14]([O:16][C:17]([CH3:20])([CH3:19])[CH3:18])=[O:15])[CH2:9][N:8]1[C:21]([O:23][C:24]([CH3:27])([CH3:26])[CH3:25])=[O:22].CO.C(O)(=O)CC(CC(O)=O)(C(O)=O)O>O1CCCC1.O>[C:24]([O:23][C:21]([N:8]1[CH2:9][C@H:10]([CH2:12][NH:13][C:14]([O:16][C:17]([CH3:20])([CH3:19])[CH3:18])=[O:15])[CH2:11][C@H:7]1[C:6]([OH:28])=[O:5])=[O:22])([CH3:26])([CH3:27])[CH3:25] |f:0.1.2|. Procedure: Lithium hydroxide monohydrate (29 mg) was added to a stirred solution of trans-4-(N-tert-butoxycarbonylaminomethyl)-N-tert-butoxycarbonyl-L-proline methyl ester (C, 204 mg) in tetrahydrofuran (1 mL)-methanol (1 mL)-water (1 mL) at 0° C. The mixture was stirred at room temperature for 4 hr. The reaction mixture was acidified with 10% citric acid and extracted with chloroform. The organic layer was washed with brine, dried over anhydrous sodium sulfate and evaporated in vacuo to give the title com... Starting materials: COC1=CC=C(C=O)C=C1 (4-Methoxybenzaldehyde), C(CC(=O)O[Si](CC)(C)C)(=O)O[Si](CC)(C)C (di(methyltrimethylsilyl) malonate), N1CCCCC1 (piperidine), C(C)(=O)O (acetic acid). Solvent: C1(=CC=CC=C1)C (toluene), O (water). Yields the product COC1=CC=C(C=C(C(=O)O[Si](CC)(C)C)C(=O)O[Si](CC)(C)C)C=C1 (di(methyltrimethylsilanyl) 2-(4-methoxybenzylidene)malonate). Yield: 71.0%. Reaction SMILES: [CH3:1][O:2][C:3]1[CH:10]=[CH:9][C:6]([CH:7]=O)=[CH:5][CH:4]=1.[C:11]([O:22][Si:23]([CH3:27])([CH3:26])[CH2:24][CH3:25])(=[O:21])[CH2:12][C:13]([O:15][Si:16]([CH3:20])([CH3:19])[CH2:17][CH3:18])=[O:14].N1CCCCC1.C(O)(=O)C>C1(C)C=CC=CC=1.O>[CH3:1][O:2][C:3]1[CH:10]=[CH:9][C:6]([CH:7]=[C:12]([C:11]([O:22][Si:23]([CH3:27])([CH3:26])[CH2:24][CH3:25])=[O:21])[C:13]([O:15][Si:16]([CH3:19])([CH3:20])[CH2:17][CH3:18])=[O:14])=[CH:5][CH:4]=1. Procedure: 4-Methoxybenzaldehyde (12.3 g, 0.03 mol) and di(methyltrimethylsilyl) malonate (25 g, 0.09 mol) in 40 ml of dry toluene in the presence of 0.9 ml of piperidine and 0.5 ml of acetic acid are refluxed for 4 hours in a reactor equipped with Dean-Stark apparatus. The water formed is removed azeotropically. The mixture is cooled and the toluene is removed by distillation. The reaction mixture is taken up in diisopropyl ether. The organic phase is washed 3 times with water, dried over sodium sulfate a... The reactants are C1CCNCC1, CC(=O)O, CCO, O=Cc1ccc(OCC(O)c2ccccc2)cc1, O=C1CSC(=O)N1. Yields the product O=C1NC(=O)C(=Cc2ccc(OCC(O)c3ccccc3)cc2)S1. Reaction SMILES: [CH2:26]1[CH2:27][CH2:28][NH:29][CH2:30][CH2:31]1.[CH3:32][C:33](=[O:34])[OH:35].[CH3:36][CH2:37][OH:38].[OH:1][CH:2]([CH2:3][O:4][c:5]1[cH:6][cH:7][c:8]([CH:9]=[O:10])[cH:11][cH:12]1)[c:13]1[cH:14][cH:15][cH:16][cH:17][cH:18]1.[S:19]1[C:20](=[O:25])[NH:21][C:22](=[O:24])[CH2:23]1>>[OH:1][CH:2]([CH2:3][O:4][c:5]1[cH:6][cH:7][c:8]([CH:9]=[C:23]2[S:19][C:20](=[O:25])[NH:21][C:22]2=[O:24])[cH:11][cH:12]1)[c:13]1[cH:14][cH:15][cH:16][cH:17][cH:18]1.